From a dataset of the Open Reaction Database (ORD), a public repository of structured organic reaction records. describe an organic reaction: reactants, conditions, products, and yield The reactants are CO, [K+], [K+], O=C([O-])[O-], CC(=O)OCc1nc2cc(-c3ccccc3)ccc2o1. Product: OCc1nc2cc(-c3ccccc3)ccc2o1. Reaction SMILES: [CH3:27][OH:28].[K+:21].[K+:22].[O-:23][C:24]([O-:25])=[O:26].[c:1]1(-[c:7]2[cH:8][cH:9][c:10]3[c:11]([n:12][c:13]([CH2:15][O:16][C:17](=[O:18])[CH3:19])[o:14]3)[cH:20]2)[cH:2][cH:3][cH:4][cH:5][cH:6]1>>[c:1]1(-[c:7]2[cH:8][cH:9][c:10]3[c:11]([n:12][c:13]([CH2:15][OH:16])[o:14]3)[cH:20]2)[cH:2][cH:3][cH:4][cH:5][cH:6]1. Reactants: ClC1=C(C=CC(=C1)OC=1C=CC(=C(C1)N1C(N(C(NC1=O)=O)CC(=O)OCC)=O)[N+](=O)[O-])C(F)(F)F (ethyl 3-{5-[(2-chloro-α,α,α-trifluoro-p-tolyl)oxy]-2-nitrophenyl}tetrahydro-2,4,6-trioxo-s-triazine-1(2H)-acetate), S(O)(O)(=O)=O (sulfuric acid), CO (methanol), S(O)(O)(=O)=O (sulfuric acid), S(O)(O)(=O)=O (sulfuric acid), S(O)(O)(=O)=O (sulfuric acid), S(O)(O)(=O)=O (sulfuric acid). Reaction conditions: time 8 hour. Product: ClC1=C(C=CC(=C1)OC=1C=CC(=C(C1)N1C(N(C(NC1=O)=O)CC(=O)OC)=O)[N+](=O)[O-])C(F)(F)F (Methyl 3-{5-[(2-chloro-α,α,α-trifluoro-p-tolyl)oxy]-2-nitrophenyl}tetrahydro-2,4,6-trioxo-s-triazine-1(2H)-acetate). Reaction SMILES: [Cl:1][C:2]1[CH:7]=[C:6]([O:8][C:9]2[CH:10]=[CH:11][C:12]([N+:30]([O-:32])=[O:31])=[C:13]([N:15]3[C:20](=[O:21])[NH:19][C:18](=[O:22])[N:17]([CH2:23][C:24]([O:26][CH2:27]C)=[O:25])[C:16]3=[O:29])[CH:14]=2)[CH:5]=[CH:4][C:3]=1[C:33]([F:36])([F:35])[F:34].S(=O)(=O)(O)O.CO>>[Cl:1][C:2]1[CH:7]=[C:6]([O:8][C:9]2[CH:10]=[CH:11][C:12]([N+:30]([O-:32])=[O:31])=[C:13]([N:15]3[C:20](=[O:21])[NH:19][C:18](=[O:22])[N:17]([CH2:23][C:24]([O:26][CH3:27])=[O:25])[C:16]3=[O:29])[CH:14]=2)[CH:5]=[CH:4][C:3]=1[C:33]([F:35])([F:34])[F:36]. Procedure: A solution of ethyl 3-{5-[(2-chloro-α,α,α-trifluoro-p-tolyl)oxy]-2-nitrophenyl}tetrahydro-2,4,6-trioxo-s-triazine-1(2H)-acetate (16.0 g, 0.030 mol) and sulfuric acid (1.60 mL, 0.030 mol) in methanol (240 mL, 5.92 mol) is refluxed overnight, treated with sulfuric acid (0.40 mL), refluxed for 90 minutes, treated with sulfuric acid (0.80 mL), refluxed for 90 minutes, treated with sulfuric acid (0.80 mL), refluxed for 1 hour, treated with sulfuric acid (0.80 mL), refluxed for 90 minutes, stirred at ... Starting materials: C(C)(C)(C)OC(=O)N1CCN(CC1)C(=O)Cl (4-chlorocarbonyl-piperazine-1-carboxylic acid tert-butyl ester), [OH-].[K+] (KOH), C(C1=CC=CC=C1)OC1=CC=C(CO)C=C1 (4-(benzyloxy)-benzyl alcohol), C(=S)=S (carbon disulfide). Solvent: CC(=O)C (acetone), O (water). Run at time 2 hour. Product: C(C)(C)(C)OC(=O)N1CCN(CC1)C(=O)SCC1=CC=C(C=C1)OCC1=CC=CC=C1 (4-(4-benzyloxy-benzylsulfanylcarbonyl)-piperazine-1-carboxylic acid tert-butyl ester). Isolated yield 19.7%. Reaction SMILES: [OH-].[K+].[CH2:3]([O:10][C:11]1[CH:18]=[CH:17][C:14]([CH2:15]O)=[CH:13][CH:12]=1)[C:4]1[CH:9]=[CH:8][CH:7]=[CH:6][CH:5]=1.C(=S)=[S:20].[C:22]([O:26][C:27]([N:29]1[CH2:34][CH2:33][N:32]([C:35](Cl)=[O:36])[CH2:31][CH2:30]1)=[O:28])([CH3:25])([CH3:24])[CH3:23]>CC(C)=O.O>[C:22]([O:26][C:27]([N:29]1[CH2:34][CH2:33][N:32]([C:35]([S:20][CH2:15][C:14]2[CH:17]=[CH:18][C:11]([O:10][CH2:3][C:4]3[CH:9]=[CH:8][CH:7]=[CH:6][CH:5]=3)=[CH:12][CH:13]=2)=[O:36])[CH2:31][CH2:30]1)=[O:28])([CH3:25])([CH3:24])[CH3:23] |f:0.1|. Procedure: Under argon 84 mg (1.5 mmol) of solid KOH was dissolved at rt in 214 mg (1 mmol) 4-(benzyloxy)-benzyl alcohol and 0.5 ml acetone. Then 76 mg (1.1 mmol) carbon disulfide was added and the mixture thoroughly stirred for 2 h. 323 mg (1.3 mmol) 4-chlorocarbonyl-piperazine-1-carboxylic acid tert-butyl ester was added and the mixture heated at reflux for 8 h. The reaction mixture was cooled to rt, 3 ml of water added and extracted with TBME. The organic phase was washed with water and brine to pH 7, d... Starting materials: CC1CN(CCN1)CCCCN1C(CC2(CCCC2)CC1=O)=O (8-[4-(3-Methyl-1-piperazinyl)butyl]-8-azaspiro[4.5]decane-7,9-dione), ClC1=NC=CC=C1C#N (2-chloro-3-cyanopyridine). Procedure details: The product of Procedure 6 is allowed to react with 2-chloro-3-cyanopyridine as described in Procedures 2 and 5 to yield this substance. Reaction SMILES: [CH3:1][CH:2]1[NH:7][CH2:6][CH2:5][N:4]([CH2:8][CH2:9][CH2:10][CH2:11][N:12]2[C:21](=[O:22])[CH2:20][C:15]3([CH2:19][CH2:18][CH2:17][CH2:16]3)[CH2:14][C:13]2=[O:23])[CH2:3]1.Cl[C:25]1[C:30]([C:31]#[N:32])=[CH:29][CH:28]=[CH:27][N:26]=1>>[O:22]=[C:21]1[N:12]([CH2:11][CH2:10][CH2:9][CH2:8][N:4]2[CH2:5][CH2:6][N:7]([C:25]3[C:30]([C:31]#[N:32])=[CH:29][CH:28]=[CH:27][N:26]=3)[CH:2]([CH3:1])[CH2:3]2)[C:13](=[O:23])[CH2:14][C:15]2([CH2:16][CH2:17][CH2:18][CH2:19]2)[CH2:20]1. Yields the product O=C1CC2(CCCC2)CC(N1CCCCN1CC(N(CC1)C1=NC=CC=C1C#N)C)=O (2-[4-[4-(7,9-Dioxo-8-azaspiro[4.5]decan-8-yl)-butyl]-2-methyl-1-piperazinyl]pyridine-3-carbonitrile). Reactants: N=1C=2C=C(OC)C=CC2C=CC1C. The reagents and catalysts are O1B(OC(C)(C)C1(C)C)B2OC(C)(C)C(O2)(C)C, N=1C=CC(=CC1C=2N=CC=C(C2)C(C)(C)C)C(C)(C)C, C[OH2+].C[OH2+].C1CC=CCCC=C1.C1CC=CCCC=C1.[Ir].[Ir]. Solvent: O(C)C(C)(C)C. Run at temperature 100 celsius, time 1.5 hour. Yields the product N=1C=2C=C(OC)C=CC2C(=CC1C)B3OC(C)(C)C(O3)(C)C. Isolated yield 85.0%. Reported procedure: Application  of  general  procedure  A  with 7-methoxy-2-methylquinoline  (173  mg,  1.00mmol)  afforded  a mixture of 2monoborylated products in a 90:10 ratio, as determined by GC-MS. Reactants: BrCC(=O)OCC (ethyl bromoacetate), C(=O)([O-])[O-].[K+].[K+] (K2CO3), OC=1C=C(C(=O)N)C=CC1 (3-hydroxybenzamide). Solvent: CC#N (MeCN). Conditions: temperature 80 celsius, time 4 hour. The product is C(N)(=O)C=1C=C(OCC(=O)OCC)C=CC1 (ethyl 2-(3-carbamoylphenoxy)acetate). As a reaction SMILES: [OH:1][C:2]1[CH:3]=[C:4]([CH:8]=[CH:9][CH:10]=1)[C:5]([NH2:7])=[O:6].Br[CH2:12][C:13]([O:15][CH2:16][CH3:17])=[O:14].C([O-])([O-])=O.[K+].[K+]>CC#N>[C:5]([C:4]1[CH:3]=[C:2]([CH:10]=[CH:9][CH:8]=1)[O:1][CH2:12][C:13]([O:15][CH2:16][CH3:17])=[O:14])(=[O:6])[NH2:7] |f:2.3.4|. Reported procedure: To a stirred mixture of 3-hydroxybenzamide (300 mg, 2.19 mmol) in MeCN (5 mL) was added ethyl bromoacetate (545 mg, 3.29 mmol) and K2CO3 (907 mg, 6.57 mmol). The mixture was stirred at 80° C. for 4 hours. The mixture was filtered and the filtrate concentrated. The residue was directly for the next step. LCMS (m/z): 224.1 (M+1). Reactants: FC(S(=O)(=O)OC=1C=C2C(N3C(C2=CC1)=NC=C3)(CCC(=O)N3C(CCC3C)C)C3=CC=C(C=C3)Cl)(F)F (5-(4-chlorophenyl)-5-[3-(2,5-dimethylpyrrolidin-1-yl)-3-oxopropyl]-5H-imidazo[2,1-a]isoindol-7-yl trifluoromethanesulfonate), O (H2O), CB(O)O (methylboronic acid), C(=O)([O-])[O-].[K+].[K+] (K2CO3). The reagents and catalysts are C1=CC=C(C=C1)P([C-]2C=CC=C2)C3=CC=CC=C3.C1=CC=C(C=C1)P([C-]2C=CC=C2)C3=CC=CC=C3.Cl[Pd]Cl.[Fe+2].C(Cl)Cl (PdCl2(dppf) CH2Cl2). The solvent is O1CCOCC1 (1,4-dioxane). Reaction conditions: temperature 100 celsius. Product: ClC1=CC=C(C=C1)C1(N2C(C3=CC=C(C=C13)C)=NC=C2)CCC(=O)N2C(CCC2C)C (5-(4-chlorophenyl)-5-[3-(2,5-dimethylpyrrolidin-1-yl)-3-oxopropyl]-7-methyl-5H-imidazo[2,1-a]isoindole). The yield is 41.9%. RXN SMILES: FC(F)(F)S(O[C:7]1[CH:8]=[C:9]2[C:13](=[CH:14][CH:15]=1)[C:12]1=[N:16][CH:17]=[CH:18][N:11]1[C:10]2([C:30]1[CH:35]=[CH:34][C:33]([Cl:36])=[CH:32][CH:31]=1)[CH2:19][CH2:20][C:21]([N:23]1[CH:27]([CH3:28])[CH2:26][CH2:25][CH:24]1[CH3:29])=[O:22])(=O)=O.[CH3:39]B(O)O.C([O-])([O-])=O.[K+].[K+].O>O1CCOCC1.C1C=CC(P(C2C=CC=CC=2)[C-]2C=CC=C2)=CC=1.C1C=CC(P(C2C=CC=CC=2)[C-]2C=CC=C2)=CC=1.Cl[Pd]Cl.[Fe+2].C(Cl)Cl>[Cl:36][C:33]1[CH:34]=[CH:35][C:30]([C:10]2([CH2:19][CH2:20][C:21]([N:23]3[CH:27]([CH3:28])[CH2:26][CH2:25][CH:24]3[CH3:29])=[O:22])[C:9]3[C:13](=[CH:14][CH:15]=[C:7]([CH3:39])[CH:8]=3)[C:12]3=[N:16][CH:17]=[CH:18][N:11]23)=[CH:31][CH:32]=1 |f:2.3.4,7.8.9.10.11|. Reported procedure: 5-(4-chlorophenyl)-5-[3-(2,5-dimethylpyrrolidin-1-yl)-3-oxopropyl]-5H-imidazo[2,1-a]isoindol-7-yl trifluoromethanesulfonate (50 mg), methylboronic acid (8 mg), K2CO3 (37 mg), and PdCl2(dppf)-CH2Cl2 adduct (8 mg) were combined in 1,4-dioxane (400 μL):H2O (40.0 μL). The mixture was degassed (3× pump/N2) then heated to 100° C. After 3 h the mixture was cooled to room temperature and concentrated. The residue was taken up in DMF, filtered using a 0.45 μm PTFE syringe filter, then purified by prepara... Starting materials: CC(C)(C)OC(=O)NC1(Cc2ccccc2)CCOC1=O, C1CCOC1, CC(C)C[AlH]CC(C)C. The product is CC(C)(C)OC(=O)NC1(Cc2ccccc2)CCOC1O. RXN SMILES: [CH2:1]([c:2]1[cH:3][cH:4][cH:5][cH:6][cH:7]1)[C:8]1([NH:14][C:15]([O:16][C:17]([CH3:18])([CH3:19])[CH3:20])=[O:21])[C:9](=[O:13])[O:10][CH2:11][CH2:12]1.[CH2:31]1[O:32][CH2:33][CH2:34][CH2:35]1.[CH3:22][CH:23]([CH2:24][AlH:25][CH2:26][CH:27]([CH3:28])[CH3:29])[CH3:30]>>[CH2:1]([c:2]1[cH:3][cH:4][cH:5][cH:6][cH:7]1)[C:8]1([NH:14][C:15]([O:16][C:17]([CH3:18])([CH3:19])[CH3:20])=[O:21])[CH:9]([OH:13])[O:10][CH2:11][CH2:12]1. Starting materials: I.S1C(=NC2=C1CC=1C=CC=CC12)N (8H-Indeno[1,2-d]thiazol-2-ylamine hydroiodide), Cl.C(C1=CN=CC=C1)(=O)Cl (nicotinoyl chloride hydrochloride), C(C)(C)N(CC)C(C)C (diisopropylethylamine). Solvent: ClC(C)Cl (dichloroethane). Conditions: temperature 120 celsius. The product is S1C(=NC2=C1CC=1C=CC=CC12)NC(C1=CN=CC=C1)=O (N-(8H-Indeno[1,2-d]thiazol-2-yl)-nicotinamide). RXN SMILES: I.[S:2]1[C:6]2[CH2:7][C:8]3[CH:9]=[CH:10][CH:11]=[CH:12][C:13]=3[C:5]=2[N:4]=[C:3]1[NH2:14].Cl.[C:16](Cl)(=[O:23])[C:17]1[CH:22]=[CH:21][CH:20]=[N:19][CH:18]=1.C(N(C(C)C)CC)(C)C>ClC(Cl)C>[S:2]1[C:6]2[CH2:7][C:8]3[CH:9]=[CH:10][CH:11]=[CH:12][C:13]=3[C:5]=2[N:4]=[C:3]1[NH:14][C:16](=[O:23])[C:17]1[CH:22]=[CH:21][CH:20]=[N:19][CH:18]=1 |f:0.1,2.3|. Procedure: A suspension of 8H-Indeno[1,2-d]thiazol-2-ylamine hydroiodide 1a (Prepared in Example 1, Step 1, mg; mmol), nicotinoyl chloride hydrochloride (92 mg; 0.50 mmol) and diisopropylethylamine (0.50 mL; 2.77 mmol) in dichloroethane was heated in a sealed tube to 120° C. in a microwave oven for 10 minutes. The mixture was allowed to cool to room temperature and the solvent removed in vacuo. The residue was taken up into 2 M sodium carbonate solution and extracted with ethyl acetate. The extracts were d... Starting materials: O (Water), ClC1=CC2=C(NC(OC2=O)=O)C(=C1)Cl (6,8-dichloro-1H-benzo[d][1,3]oxazine-2,4-dione), C(C)(C)(C)[O-].[K+] (potassium tert-butanolate), CC1=C(C(=CC(=C1)C)C)S(=O)(=O)[O-].C(C)(C)[S+](N)C(C)C (S,S-Diisopropyl-S-aminosulfonium 2,4,6-trimethyl-phenylsulfonate). Solvent: C(Cl)Cl (methylene chloride), C(Cl)Cl (methylene chloride). Reaction conditions: temperature 0 celsius, time 16 hour. The product is NC1=C(C(=O)N=S(C(C)C)C(C)C)C=C(C=C1Cl)Cl (2-amino-N-(bis-2-propyl-λ4-sulfanylidene)-3,5-dichloro-benzamide). The yield is 276.5%. As a reaction SMILES: [Cl:1][C:2]1[CH:13]=[C:12]([Cl:14])[C:5]2[NH:6]C(=O)O[C:9](=[O:10])[C:4]=2[CH:3]=1.CC1C=C(C)C=C(C)C=1S([O-])(=O)=O.[CH:28]([S+:31]([CH:33]([CH3:35])[CH3:34])[NH2:32])([CH3:30])[CH3:29].C([O-])(C)(C)C.[K+].O>C(Cl)Cl>[NH2:6][C:5]1[C:12]([Cl:14])=[CH:13][C:2]([Cl:1])=[CH:3][C:4]=1[C:9]([N:32]=[S:31]([CH:33]([CH3:35])[CH3:34])[CH:28]([CH3:30])[CH3:29])=[O:10] |f:1.2,3.4|. Reported procedure: To a suspension of 6,8-dichloro-1H-benzo[d][1,3]oxazine-2,4-dione (45.0 g, 70.7 mmol) in methylene chloride (500 mL) was added S,S-Diisopropyl-S-aminosulfonium 2,4,6-trimethyl-phenylsulfonate (77.6 g, 234 mmol). The reaction mixture was cooled to 0° C. and potassium tert-butanolate (8.73 g, 77.8 mmol) was added after which the reaction was allowed to come to room temperature and stirred for 16 h. Water (200 mL) and methylene chloride (50 mL) were then added, the organic phase was separated and t...